From a dataset of the Open Reaction Database (ORD), a public repository of structured organic reaction records. describe an organic reaction: reactants, conditions, products, and yield Starting materials: CCO, CN1C(=O)CC2CCCN2c2nc(Cl)ncc21, Cl, COc1cc(C(=O)O)ccc1N, O. Yields the product COc1cc(C(=O)O)ccc1Nc1ncc2c(n1)N1CCCC1CC(=O)N2C. Reaction SMILES: [CH2:32]([OH:33])[CH3:34].[Cl:1][c:2]1[n:3][cH:4][c:5]2[c:6]([n:17]1)[N:7]1[CH2:8][CH2:9][CH2:10][CH:11]1[CH2:12][C:13](=[O:16])[N:14]2[CH3:15].[ClH:30].[NH2:18][c:19]1[c:20]([O:28][CH3:29])[cH:21][c:22]([C:23](=[O:24])[OH:25])[cH:26][cH:27]1.[OH2:31]>>[c:2]1([NH:18][c:19]2[c:20]([O:28][CH3:29])[cH:21][c:22]([C:23](=[O:24])[OH:25])[cH:26][cH:27]2)[n:3][cH:4][c:5]2[c:6]([n:17]1)[N:7]1[CH2:8][CH2:9][CH2:10][CH:11]1[CH2:12][C:13](=[O:16])[N:14]2[CH3:15].